Dataset: the Open Reaction Database (ORD), a public repository of structured organic reaction records. Task: describe an organic reaction: reactants, conditions, products, and yield Starting materials: C[Si](C)(C)Oc2ccc1ccccc1c2 (substrate), C[Mg]Br (effective_coupling_partner). Reagents/catalysts: PCy3. Run at temperature 80 celsius, time 20 minute. Yields the product Cc2ccc1ccccc1c2. The reactants are CC1=C(N=C(O1)C1=CC=C(C=C1)B1OC(C(O1)(C)C)(C)C)CCO (2-{5-Methyl-2-[4-(4,4,5,5-tetramethyl-[1,3,2]dioxaborolan-2-yl)phenyl]-oxazol-4-yl }-ethanol), CC1=C(N=C(O1)C1=CC=C(C=C1)B1OC(C(O1)(C)C)(C)C)CCO (2-{5-Methyl-2-[4-(4,4,5,5-tetramethyl-[1,3,2]dioxaborolan-2-yl)phenyl]-oxazol-4-yl }-ethanol), IC=1N=NC(=CC1)C (3-Iodo-6-methyl-pyridazine), C(Cl)Cl (CH2Cl2), C([O-])([O-])=O.[Na+].[Na+] (sodium carbonate). Solvent: O1CCOCC1 (dioxane). Yields the product CC1=C(N=C(O1)C1=CC=C(C=C1)C=1N=NC(=CC1)C)CCO (2-{5-Methyl-2-[4-(6-methyl-pyridazin-3-yl)-phenyl]-oxazol-4-yl}-ethanol). RXN SMILES: [CH3:1][C:2]1[O:6][C:5]([C:7]2[CH:12]=[CH:11][C:10](B3OC(C)(C)C(C)(C)O3)=[CH:9][CH:8]=2)=[N:4][C:3]=1[CH2:22][CH2:23][OH:24].I[C:26]1[N:27]=[N:28][C:29]([CH3:32])=[CH:30][CH:31]=1.C(Cl)Cl.C(=O)([O-])[O-].[Na+].[Na+]>O1CCOCC1>[CH3:1][C:2]1[O:6][C:5]([C:7]2[CH:8]=[CH:9][C:10]([C:26]3[N:27]=[N:28][C:29]([CH3:32])=[CH:30][CH:31]=3)=[CH:11][CH:12]=2)=[N:4][C:3]=1[CH2:22][CH2:23][OH:24] |f:3.4.5|. Procedure: To a stirring solution of 2-{5-Methyl-2-[4-(4,4,5,5-tetramethyl-[1,3,2]dioxaborolan-2-yl)phenyl]-oxazol-4-yl}-ethanol (0.314 g, 0.952 mmol) (See Intermediate 3), 3-Iodo-6-methyl-pyridazine (0.178 g, 0.810 mmol) [CAS# 1618-47-9] and [1,1 bis(diphenylphosphino)ferrocene]dichloropalladium(II) complex with CH2Cl2 (1:1) (0.02 g, 0.024 mmol) in 10 mL dioxane is added aqueous sodium carbonate (2M, 1.22 mL) and the reaction is carried out substantially in accordance with the procedure of Example 9 to pr... Reactants: C1(=CC=CC=C1)SCCCCOC=1C=CC=C2CCC(NC12)=O (8-(4-phenylmercapto-butoxy)-3,4-dihydro-carbostyril), ClC=1C(C(=C(C(C1Cl)=O)C#N)C#N)=O (2,3-dichloro-5,6-dicyano-benzoquinone). The product is C1(=CC=CC=C1)SCCCCOC=1C=CC=C2C=CC(NC12)=O (8-(4-Phenylmercapto-butoxy)-carbostyril). As a reaction SMILES: [C:1]1([S:7][CH2:8][CH2:9][CH2:10][CH2:11][O:12][C:13]2[CH:14]=[CH:15][CH:16]=[C:17]3[C:22]=2[NH:21][C:20](=[O:23])[CH2:19][CH2:18]3)[CH:6]=[CH:5][CH:4]=[CH:3][CH:2]=1.ClC1C(=O)C(C#N)=C(C#N)C(=O)C=1Cl>>[C:1]1([S:7][CH2:8][CH2:9][CH2:10][CH2:11][O:12][C:13]2[CH:14]=[CH:15][CH:16]=[C:17]3[C:22]=2[NH:21][C:20](=[O:23])[CH:19]=[CH:18]3)[CH:6]=[CH:5][CH:4]=[CH:3][CH:2]=1. Reported procedure: Prepared analogous to Example 86 from 8-(4-phenylmercapto-butoxy)-3,4-dihydro-carbostyril and 2,3-dichloro-5,6-dicyano-benzoquinone. The reactants are CC(=O)OCC(C)C(Cl)c1ccc(Cc2cccnc2)cc1, C[O-], CO, CCOC(C)=O, [Na+]. Product: CC(CO)C(Cl)c1ccc(Cc2cccnc2)cc1. As a reaction SMILES: [C:1](=[O:2])([CH3:3])[O:4][CH2:5][CH:6]([CH:7]([Cl:8])[c:9]1[cH:10][cH:11][c:12]([CH2:13][c:14]2[cH:15][n:16][cH:17][cH:18][cH:19]2)[cH:20][cH:21]1)[CH3:22].[CH3:23][O-:24].[CH3:26][OH:27].[CH3:28][CH2:29][O:30][C:31](=[O:32])[CH3:33].[Na+:25]>>[OH:4][CH2:5][CH:6]([CH:7]([Cl:8])[c:9]1[cH:10][cH:11][c:12]([CH2:13][c:14]2[cH:15][n:16][cH:17][cH:18][cH:19]2)[cH:20][cH:21]1)[CH3:22]. Reactants: CCOC(=O)Cl, Cc1cccc(C(=O)C2CCN(C)CC2)c1, Cc1ccccc1C, [Na+], [Na+], O=C([O-])[O-]. The product is CCOC(=O)N1CCC(C(=O)c2cccc(C)c2)CC1. As a reaction SMILES: [C:23]([O:24][CH2:25][CH3:26])(=[O:27])[Cl:28].[CH3:1][c:2]1[cH:3][c:4]([C:8](=[O:9])[CH:10]2[CH2:11][CH2:12][N:13]([CH3:16])[CH2:14][CH2:15]2)[cH:5][cH:6][cH:7]1.[CH3:29][c:30]1[cH:31][cH:32][cH:33][cH:34][c:35]1[CH3:36].[Na+:17].[Na+:18].[O-:19][C:20](=[O:21])[O-:22]>>[CH3:1][c:2]1[cH:3][c:4]([C:8](=[O:9])[CH:10]2[CH2:11][CH2:12][N:13]([C:23]([O:24][CH2:25][CH3:26])=[O:27])[CH2:14][CH2:15]2)[cH:5][cH:6][cH:7]1. Reactants: N#Cc1ccc(CBr)cc1, CCOC(C)=O, O=c1[nH]n2c(=O)[nH]nc2c(-c2ccncc2)c1-c1ccc(Cl)cc1, [K+], [K+], O=C([O-])[O-], CN(C)C=O. The product is N#Cc1ccc(Cn2c(=O)c(-c3ccc(Cl)cc3)c(-c3ccncc3)c3n[nH]c(=O)n32)cc1. As a reaction SMILES: [Br:31][CH2:32][c:33]1[cH:34][cH:35][c:36]([C:37]#[N:38])[cH:39][cH:40]1.[CH3:46][CH2:47][O:48][C:49](=[O:50])[CH3:51].[Cl:1][c:2]1[cH:3][cH:4][c:5](-[c:8]2[c:9](-[c:19]3[cH:20][cH:21][n:22][cH:23][cH:24]3)[c:10]3[n:11]([nH:12][c:13]2=[O:14])[c:15](=[O:18])[nH:16][n:17]3)[cH:6][cH:7]1.[K+:25].[K+:26].[O-:27][C:28]([O-:29])=[O:30].[O:41]=[CH:42][N:43]([CH3:44])[CH3:45]>>[Cl:1][c:2]1[cH:3][cH:4][c:5](-[c:8]2[c:9](-[c:19]3[cH:20][cH:21][n:22][cH:23][cH:24]3)[c:10]3[n:11]([n:12]([CH2:32][c:33]4[cH:34][cH:35][c:36]([C:37]#[N:38])[cH:39][cH:40]4)[c:13]2=[O:14])[c:15](=[O:18])[nH:16][n:17]3)[cH:6][cH:7]1. The reactants are 13, [OH-].[K+] (potassium hydroxide), N1N=CN=C1 (1H-1,2,4-triazole), CS(=O)C (dimethylsulfoxide), ClC1=C(C=CC(=C1)Cl)C1(OCC(O1)COC)CBr (2-(2,4-dichlorophenyl)-2-(bromomethyl)-4-(methoxymethyl)-1,3-dioxolane). The solvent is O (water). Run at temperature 80 celsius. Product: ClC1=C(C=CC(=C1)Cl)C1(OCC(O1)COC)CN1N=CN=C1 (1-[2-(2,4-dichlorophenyl)-4-(methoxymethyl)-1,3-dioxolan-2-ylmethyl]-1H-1,2,4-triazole). As a reaction SMILES: [OH-].[K+].[NH:3]1[CH:7]=[N:6][CH:5]=[N:4]1.CS(C)=O.[Cl:12][C:13]1[CH:18]=[C:17]([Cl:19])[CH:16]=[CH:15][C:14]=1[C:20]1([CH2:28]Br)[O:24][CH:23]([CH2:25][O:26][CH3:27])[CH2:22][O:21]1>O>[Cl:12][C:13]1[CH:18]=[C:17]([Cl:19])[CH:16]=[CH:15][C:14]=1[C:20]1([CH2:28][N:3]2[CH:7]=[N:6][CH:5]=[N:4]2)[O:24][CH:23]([CH2:25][O:26][CH3:27])[CH2:22][O:21]1 |f:0.1|. Procedure details: A mixture of 13 parts of powdered potassium hydroxide (85% purity), 15 parts of 1H-1,2,4-triazole and 165 parts of dimethylsulfoxide is heated at 80° C. for 1 hour. 58 Parts of 2-(2,4-dichlorophenyl)-2-(bromomethyl)-4-(methoxymethyl)-1,3-dioxolane are added and the whole is heated at 150° C. for 12 hours. The reaction mixture is poured onto 1000 parts of water. The product is extracted with 1,1'-oxybisethane. The extract is dried, filtered and evaporated. The residue is distilled under high vacu...